Dataset: the Open Reaction Database (ORD), a public repository of structured organic reaction records. Task: describe an organic reaction: reactants, conditions, products, and yield Reactants: ClC1=C(C=O)C=CC=C1 (2-chlorobenzaldehyde), NC1=C(C(=O)N)C(=CC(=C1)OC)OC (2-amino-4,6-dimethoxybenzamide), OS(=O)[O-].[Na+] (NaHSO3), CC=1C=CC(=CC1)S(=O)(=O)O.O (p-TsOH.H2O). Run in CC(=O)N(C)C (DMA). Run at temperature 140 celsius. Product: ClC1=C(C=CC=C1)C1=NC2=CC(=CC(=C2C(N1)=O)OC)OC (2-(2-chlorophenyl)-5,7-dimethoxyquinazolin-4(3H)-one). Isolated yield 38.9%. Reaction SMILES: [Cl:1][C:2]1[CH:9]=[CH:8][CH:7]=[CH:6][C:3]=1[CH:4]=O.[NH2:10][C:11]1[CH:19]=[C:18]([O:20][CH3:21])[CH:17]=[C:16]([O:22][CH3:23])[C:12]=1[C:13]([NH2:15])=[O:14].OS([O-])=O.[Na+].CC1C=CC(S(O)(=O)=O)=CC=1.O>CC(N(C)C)=O>[Cl:1][C:2]1[CH:9]=[CH:8][CH:7]=[CH:6][C:3]=1[C:4]1[NH:15][C:13](=[O:14])[C:12]2[C:11](=[CH:19][C:18]([O:20][CH3:21])=[CH:17][C:16]=2[O:22][CH3:23])[N:10]=1 |f:2.3,4.5|. Procedure details: A mixture of 2-chlorobenzaldehyde (0.0430 g, 306 mmol), 2-amino-4,6-dimethoxybenzamide (0.0600 g, 0.306 mmol), NaHSO3 (94%, 0.0474 g, 0.428 mmol), and p-TsOH.H2O (0.0175 g, 0.0918 mmol) in DMA (3.06 mL) was heated at 140° C. for 16 h. The mixture was cooled and chromatographed on silica gel, fractions containing the product were combined, concentrated under vacuum, diluted with EtOAc (300 mL), washed with water (3×75 mL), brine (75 mL), dried over sodium sulfate, filtered and concentrated under ... The reactants are CN1CCC(CC1)=C1C2=C(C(=CC3=C1C=CC=C3)Br)C=CC=C2 (1-methyl-4-(10-bromo-5H-dibenzo[a,d]cyclohepten-5-ylidene)piperidine), CC(C)([O-])C.[K+] (potassium t-butoxide), CCOCC (ether), CC=1OC=CC1 (2-methylfuran). Run in O (water). Product: CN1CCC(CC1)=C1C2=C(C3=C(C4=C1C=CC=C4)C4C=CC3(O4)C)C=CC=C2 (1-methyl-4-(1-methyl-1,4-dihydro-1,4-epoxy-9H-tribenzo[a,c,e]cyclohepten-9-ylidene)piperidine). Reaction SMILES: [CH3:1][N:2]1[CH2:7][CH2:6][C:5](=[C:8]2[C:14]3[CH:15]=[CH:16][CH:17]=[CH:18][C:13]=3[CH:12]=[C:11](Br)[C:10]3[CH:20]=[CH:21][CH:22]=[CH:23][C:9]2=3)[CH2:4][CH2:3]1.CCOCC.[CH3:29][C:30]1[O:31][CH:32]=[CH:33][CH:34]=1.CC(C)([O-])C.[K+]>O>[CH3:1][N:2]1[CH2:7][CH2:6][C:5](=[C:8]2[C:14]3[CH:15]=[CH:16][CH:17]=[CH:18][C:13]=3[C:12]3[CH:32]4[O:31][C:30]([CH3:29])([C:11]=3[C:10]3[CH:20]=[CH:21][CH:22]=[CH:23][C:9]2=3)[CH:34]=[CH:33]4)[CH2:4][CH2:3]1 |f:3.4|. Reported procedure: To a solution of 10.0 g. (0.0273 mole) of 1-methyl-4-(10-bromo-5H-dibenzo[a,d]cyclohepten-5-ylidene)piperidine in 50 ml. of dry ether is added 25 ml. of 2-methylfuran and 3.4 g. of potassium t-butoxide. The mixture is stirred and refluxed for 10 days. After the addition of water (1.0 1.), the mixture is extracted with an ether-benzene mixture (4:1). This organic phase is removed, washed with water, dried over magnesium sulfate, filtered, and the solvent is removed on a rotary evaporator. The res...